Dataset: the Open Reaction Database (ORD), a public repository of structured organic reaction records. Task: describe an organic reaction: reactants, conditions, products, and yield Reactants: COc1ccc(/C=C/Br)cc1, ClC(c1ccccc1)C. The reagents and catalysts are [Na+].[I-], Cl[Ni]Cl.COCCOC, C1(C2(C3=N[C@H](c4ccccc4C5)[C@H]5O3)CC2)=N[C@H]6[C@H](Cc7ccccc76)O1. Solvent: CC(N(C)C)=O. Run at temperature 0 celsius, time 3.25 hour. Yields the product COc1ccc(/C=C/[C@H](C)c2ccccc2)cc1. Isolated yield 84.0%. Reactants: COc1ccc2ncc(F)c(Br)c2n1, O=C([O-])[O-], [Cs+], [Cs+], C1COCCO1, O=C(C=Cc1ccccc1)C=Cc1ccccc1, O=C(C=Cc1ccccc1)C=Cc1ccccc1, O=C(C=Cc1ccccc1)C=Cc1ccccc1, CC(C)(C)OC(=O)NC1CC2(CCNCC2)CC1O, [Pd], [Pd]. Product: COc1ccc2ncc(F)c(N3CCC4(CC3)CC(O)C(NC(=O)OC(C)(C)C)C4)c2n1. RXN SMILES: [Br:1][c:2]1[c:3]([F:14])[cH:4][n:5][c:6]2[cH:7][cH:8][c:9]([O:12][CH3:13])[n:10][c:11]12.[C:34](=[O:35])([O-:36])[O-:37].[Cs+:38].[Cs+:39].[O:40]1[CH2:41][CH2:42][O:43][CH2:44][CH2:45]1.[O:48]=[C:49]([CH:50]=[CH:51][c:52]1[cH:53][cH:54][cH:55][cH:56][cH:57]1)[CH:58]=[CH:59][c:60]1[cH:61][cH:62][cH:63][cH:64][cH:65]1.[O:66]=[C:67]([CH:68]=[CH:69][c:70]1[cH:71][cH:72][cH:73][cH:74][cH:75]1)[CH:76]=[CH:77][c:78]1[cH:79][cH:80][cH:81][cH:82][cH:83]1.[O:84]=[C:85]([CH:86]=[CH:87][c:88]1[cH:89][cH:90][cH:91][cH:92][cH:93]1)[CH:94]=[CH:95][c:96]1[cH:97][cH:98][cH:99][cH:100][cH:101]1.[OH:15][CH:16]1[CH:17]([NH:26][C:27]([O:28][C:29]([CH3:30])([CH3:31])[CH3:32])=[O:33])[CH2:18][C:19]2([CH2:20]1)[CH2:21][CH2:22][NH:23][CH2:24][CH2:25]2.[Pd:46].[Pd:47]>>[c:2]1([N:23]2[CH2:22][CH2:21][C:19]3([CH2:18][CH:17]([NH:26][C:27]([O:28][C:29]([CH3:30])([CH3:31])[CH3:32])=[O:33])[CH:16]([OH:15])[CH2:20]3)[CH2:25][CH2:24]2)[c:3]([F:14])[cH:4][n:5][c:6]2[cH:7][cH:8][c:9]([O:12][CH3:13])[n:10][c:11]12. The reactants are COCCl, [H-], [Na+], C1CCOC1, O, O=Cc1cccc(O)c1. Product: COCOc1cccc(C=O)c1. Reaction SMILES: [CH3:12][O:13][CH2:14][Cl:15].[H-:10].[Na+:11].[O:17]1[CH2:18][CH2:19][CH2:20][CH2:21]1.[OH2:16].[OH:1][c:2]1[cH:3][c:4]([CH:5]=[O:6])[cH:7][cH:8][cH:9]1>>[O:1]([c:2]1[cH:3][c:4]([CH:5]=[O:6])[cH:7][cH:8][cH:9]1)[CH2:14][O:13][CH3:12]. The reactants are CCOC(=O)C1CCN(c2nccc3nc(NCc4ccccc4Cl)ncc23)CC1, C1CCOC1, [Na+], [OH-]. Yields the product O=C(O)C1CCN(c2nccc3nc(NCc4ccccc4Cl)ncc23)CC1. Reaction SMILES: [CH2:1]([CH3:2])[O:3][C:4](=[O:5])[CH:6]1[CH2:7][CH2:8][N:9]([c:12]2[n:13][cH:14][cH:15][c:16]3[n:17][c:18]([NH:22][CH2:23][c:24]4[c:25]([Cl:30])[cH:26][cH:27][cH:28][cH:29]4)[n:19][cH:20][c:21]23)[CH2:10][CH2:11]1.[CH2:33]1[O:34][CH2:35][CH2:36][CH2:37]1.[Na+:32].[OH-:31]>>[O:3]=[C:4]([OH:5])[CH:6]1[CH2:7][CH2:8][N:9]([c:12]2[n:13][cH:14][cH:15][c:16]3[n:17][c:18]([NH:22][CH2:23][c:24]4[c:25]([Cl:30])[cH:26][cH:27][cH:28][cH:29]4)[n:19][cH:20][c:21]23)[CH2:10][CH2:11]1. Starting materials: resultant mixture, [S-2].[Na+].[Na+] (sodium sulfide), C([O-])(O)=O.[Na+] (sodium bicarbonate), [N+](=O)([O-])C1=CC=CC2=C(C=CC=C12)[N+](=O)[O-] (1,5-dinitro naphthalene). Solvent: O (water), CO (methanol). Run at temperature 0 celsius, time 10 minute. Product: [N+](=O)([O-])C1=C2C=CC=C(C2=CC=C1)N (5-nitronaphthalen-1-amine). The yield is 41.2%. Reaction SMILES: [S-2].[Na+].[Na+].C(=O)(O)[O-].[Na+].[N+:9]([C:12]1[C:21]2[C:16](=[C:17]([N+:22]([O-])=O)[CH:18]=[CH:19][CH:20]=2)[CH:15]=[CH:14][CH:13]=1)([O-:11])=[O:10]>O.CO>[N+:9]([C:12]1[CH:13]=[CH:14][CH:15]=[C:16]2[C:21]=1[CH:20]=[CH:19][CH:18]=[C:17]2[NH2:22])([O-:11])=[O:10] |f:0.1.2,3.4|. Procedure: A 70° C. solution of sodium sulfide (3.17 g, 32.97 mmol) and sodium bicarbonate in water (7 mL) was added dropwise to suspension of 1,5-dinitro naphthalene (2.0 g, 9.16 mmol) in methanol (30 mL) at reflux and the resultant mixture was stirred for 5 min. The mixture was cooled to 0° C., quenched with ice and stirred for a further 10 min followed by acidification with concentrated hydrochloric acid. The resulting mixture was stirred for 30 min then washed with ethyl acetate (2×50 mL). The aqueous ... Starting materials: C1(=CC=CC=C1)/C=C/C(=O)C1=CC=C(CC2C(NC(S2)=O)=O)C=C1 ((E)-5-[4-(3-Phenyl-2-propenoyl)benzyl]thiazolidine-2,4-dione), CCCCCC (hexane), C(C)(=O)OCC (ethyl acetate), C(C)[SiH](CC)CC (triethylsilane). Run in FC(C(=O)O)(F)F (trifluoroacetic acid), O (water). Run at time 25 minute. Yields the product C1(=CC=CC=C1)CCCC1=CC=C(CC2C(NC(S2)=O)=O)C=C1 (5-[4-(3-Phenylpropyl)benzyl]thiazolidine-2,4-dione), oil. The yield is 58.0%. RXN SMILES: [C:1]1(/[CH:7]=[CH:8]/[C:9]([C:11]2[CH:24]=[CH:23][C:14]([CH2:15][CH:16]3[S:20][C:19](=[O:21])[NH:18][C:17]3=[O:22])=[CH:13][CH:12]=2)=O)[CH:6]=[CH:5][CH:4]=[CH:3][CH:2]=1.C([SiH](CC)CC)C.CCCCCC.C(OCC)(=O)C>FC(F)(F)C(O)=O.O>[C:1]1([CH2:7][CH2:8][CH2:9][C:11]2[CH:24]=[CH:23][C:14]([CH2:15][CH:16]3[S:20][C:19](=[O:21])[NH:18][C:17]3=[O:22])=[CH:13][CH:12]=2)[CH:6]=[CH:5][CH:4]=[CH:3][CH:2]=1. Reported procedure: A solution of the title product of Example 39 (2.0 g, 5.9 mmol) in trifluoroacetic acid (20 ml), cooled to 0° C., was treated with triethylsilane (2.8 ml, 18 mmol). After 25 minutes at 0° C., the solution was diluted with water (60 ml) and extracted with ether (2×50 ml). The combined extracts were washed with water (2×50 ml) and brine (50 ml), dried over sodium sulfate and concentrated in vacuo, leaving a brown oil. Present title product was isolated by flash-chromatography (hexane:ethyl acetate...